Dataset: the Open Reaction Database (ORD), a public repository of structured organic reaction records. Task: describe an organic reaction: reactants, conditions, products, and yield Reactants: ClC=1C=C(C(=CC1I)N)N (4-chloro-5-iodobenzene-1,2-diamine), ClC1=C(C=CC=C1Cl)B(O)O ((2,3-dichlorophenyl)boronic acid), C([O-])([O-])=O.[Na+].[Na+] (sodium carbonate). Reagents/catalysts: C=1C=CC(=CC1)[P](C=2C=CC=CC2)(C=3C=CC=CC3)[Pd]([P](C=4C=CC=CC4)(C=5C=CC=CC5)C=6C=CC=CC6)([P](C=7C=CC=CC7)(C=8C=CC=CC8)C=9C=CC=CC9)[P](C=1C=CC=CC1)(C=1C=CC=CC1)C=1C=CC=CC1 (Pd(PPh3)4). Run in O1CCOCC1 (dioxane), O (water). Run at temperature 100 celsius, time 8 hour. Yields the product ClC=1C=C(C(=CC1C1=C(C(=CC=C1)Cl)Cl)N)N (4-chloro-5-(2,3-dichlorophenyl)benzene-1,2-diamine). As a reaction SMILES: [Cl:1][C:2]1[CH:3]=[C:4]([NH2:10])[C:5]([NH2:9])=[CH:6][C:7]=1I.[Cl:11][C:12]1[C:17]([Cl:18])=[CH:16][CH:15]=[CH:14][C:13]=1B(O)O.C(=O)([O-])[O-].[Na+].[Na+]>O1CCOCC1.O.C1C=CC([P]([Pd]([P](C2C=CC=CC=2)(C2C=CC=CC=2)C2C=CC=CC=2)([P](C2C=CC=CC=2)(C2C=CC=CC=2)C2C=CC=CC=2)[P](C2C=CC=CC=2)(C2C=CC=CC=2)C2C=CC=CC=2)(C2C=CC=CC=2)C2C=CC=CC=2)=CC=1>[Cl:1][C:2]1[CH:3]=[C:4]([NH2:10])[C:5]([NH2:9])=[CH:6][C:7]=1[C:16]1[CH:15]=[CH:14][CH:13]=[C:12]([Cl:11])[C:17]=1[Cl:18] |f:2.3.4,^1:38,40,59,78|. Procedure details: To a solution of 4-chloro-5-iodobenzene-1,2-diamine (100 mg, 0.37 mmol) in dioxane (15 ml) and water (5 ml) was added (2,3-dichlorophenyl)boronic acid (141.3 mg, 0.74 mmol), sodium carbonate (118.2 mg, 1.10 mmol) and Pd(PPh3)4 (42.9 mg, 0.04 mmol). The resulting solution was stirred overnight at 100° C. within an inert atmosphere of nitrogen. The resulting solution was concentrated under vacuum and dissolved in water (100 ml) and extracted with ethyl acetate (4×30 ml). The combined organic layer... Conditions: time 30 minute. As a reaction SMILES: [CH2:1]([O:8][C:9]([C@@H:11]([N:16]=[C:17]=[O:18])[CH2:12][CH:13]([CH3:15])[CH3:14])=[O:10])[C:2]1[CH:7]=[CH:6][CH:5]=[CH:4][CH:3]=1.[NH:19]1[CH2:25][CH2:24][CH2:23][CH2:22][CH2:21][CH2:20]1>C(OCC)(=O)C>[CH2:1]([O:8][C:9](=[O:10])[C@H:11]([CH2:12][CH:13]([CH3:14])[CH3:15])[NH:16][C:17]([N:19]1[CH2:25][CH2:24][CH2:23][CH2:22][CH2:21][CH2:20]1)=[O:18])[C:2]1[CH:7]=[CH:6][CH:5]=[CH:4][CH:3]=1. Yield: 98.0%. Reported procedure: To a solution of (S)-α-benzyloxycarbonyl-γ-methylbutyl isocyanate (1.50 g) in ethyl acetate (60 ml) was added hexahydro-1H-azepine (722 mg) at room temperature. After being stirred for 30 minutes at the same temperature, the solution was washed with 5% HCl, 1M sodium bicarbonate solution and saturated sodium chloride solution successively, and dried over anhydrous magnesium sulfate. The solution was concentrated in vacuo to give N-(hexahydro-1H-azepin-1-ylcarbonyl)-L-Leucine benzyl ester (2.06 g... Reactants: C(C1=CC=CC=C1)OC(=O)[C@H](CC(C)C)N=C=O ((S)-α-benzyloxycarbonyl-γ-methylbutyl isocyanate), N1CCCCCC1 (hexahydro-1H-azepine). Run in C(C)(=O)OCC (ethyl acetate). Product: C(C1=CC=CC=C1)OC([C@@H](NC(=O)N1CCCCCC1)CC(C)C)=O (N-(hexahydro-1H-azepin-1-ylcarbonyl)-L-Leucine benzyl ester). Reaction conditions: temperature 105 celsius. Reactants: Cl (HCl), C(=O)(O)[O-].[Na+] (NaHCO3), COC(=O)C=1C=2N(C=CN1)C=C(N2)C2=CC=C(C=C2)F (2-(4-fluorophenyl)imidazo[1,2-a]pyrazine-8-carboxylic acid methyl ester). Yield: 93.0%. Reported procedure: A mixture of 2-(4-fluorophenyl)imidazo[1,2-a]pyrazine-8-carboxylic acid methyl ester (Preparation #1, 6.30 g, 23.2 mmol) in DCM (66 mL) was treated with 1.0 M HCl in water (200 mL). The mixture was heated at about 105° C. open to the air for about 16 h. The solution was allowed to cool and was treated with saturated aqueous NaHCO3 and DCM. The mixture was sonicated to dissolve all solids and the layers were separated. The aqueous layer was washed with EtOAc. The combined organic layers were drie... Run in O (water), C(Cl)Cl (DCM), C(Cl)Cl (DCM). Product: FC1=CC=C(C=C1)C=1N=C2N(C=CN=C2)C1 (2-(4-Fluorophenyl)imidazo[1,2-a]pyrazine). Reaction SMILES: COC([C:5]1[C:6]2[N:7]([CH:11]=[C:12]([C:14]3[CH:19]=[CH:18][C:17]([F:20])=[CH:16][CH:15]=3)[N:13]=2)[CH:8]=[CH:9][N:10]=1)=O.Cl.C([O-])(O)=O.[Na+]>C(Cl)Cl.O>[F:20][C:17]1[CH:16]=[CH:15][C:14]([C:12]2[N:13]=[C:6]3[CH:5]=[N:10][CH:9]=[CH:8][N:7]3[CH:11]=2)=[CH:19][CH:18]=1 |f:2.3|. Starting materials: N1=CC=C(C=C1)N1CCNCC1 (N-(4-pyridyl)piperazine), C1=C(C=CC2=CC=CC=C12)S(=O)(=O)C1=CC=C(C(=O)O)C=C1 (4-(2-naphthylsulphonyl)benzoic acid). The product is C1=C(C=CC2=CC=CC=C12)S(=O)(=O)C1=CC=C(C(=O)N2CCN(CC2)C2=CC=NC=C2)C=C1 (1-[4-(2-naphthylsulphonyl)benzoyl]-4-(4-pyridyl)piperazine). Yield: 32.0%. As a reaction SMILES: [N:1]1[CH:6]=[CH:5][C:4]([N:7]2[CH2:12][CH2:11][NH:10][CH2:9][CH2:8]2)=[CH:3][CH:2]=1.[CH:13]1[C:22]2[C:17](=[CH:18][CH:19]=[CH:20][CH:21]=2)[CH:16]=[CH:15][C:14]=1[S:23]([C:26]1[CH:34]=[CH:33][C:29]([C:30](O)=[O:31])=[CH:28][CH:27]=1)(=[O:25])=[O:24]>>[CH:13]1[C:22]2[C:17](=[CH:18][CH:19]=[CH:20][CH:21]=2)[CH:16]=[CH:15][C:14]=1[S:23]([C:26]1[CH:34]=[CH:33][C:29]([C:30]([N:10]2[CH2:9][CH2:8][N:7]([C:4]3[CH:5]=[CH:6][N:1]=[CH:2][CH:3]=3)[CH2:12][CH2:11]2)=[O:31])=[CH:28][CH:27]=1)(=[O:25])=[O:24]. Reported procedure: Using an analogous procedure to that described in Example 1, N-(4-pyridyl)piperazine was reacted with 4-(2-naphthylsulphonyl)benzoic acid to give 1-[4-(2-naphthylsulphonyl)benzoyl]-4-(4-pyridyl)piperazine in 32% yield; Starting materials: CC(=O)O, COC(=O)C(C)(C)OC(=O)c1cc(-n2c(=O)cc(C(F)(F)F)n(C)c2=O)c(F)cc1Cl, Cl. Yields the product Cn1c(C(F)(F)F)cc(=O)n(-c2cc(C(=O)OC(C)(C)C(=O)O)c(Cl)cc2F)c1=O. As a reaction SMILES: [CH3:33][C:34](=[O:35])[OH:36].[Cl:1][c:2]1[c:3]([C:4](=[O:5])[O:6][C:7]([C:8](=[O:9])[O:10][CH3:11])([CH3:12])[CH3:13])[cH:14][c:15](-[n:19]2[c:20](=[O:31])[n:21]([CH3:30])[c:22]([C:26]([F:27])([F:28])[F:29])[cH:23][c:24]2=[O:25])[c:16]([F:18])[cH:17]1.[ClH:32]>>[Cl:1][c:2]1[c:3]([C:4](=[O:5])[O:6][C:7]([C:8](=[O:9])[OH:10])([CH3:12])[CH3:13])[cH:14][c:15](-[n:19]2[c:20](=[O:31])[n:21]([CH3:30])[c:22]([C:26]([F:27])([F:28])[F:29])[cH:23][c:24]2=[O:25])[c:16]([F:18])[cH:17]1. RXN SMILES: [NH:1]1[CH2:6][CH2:5][CH:4]([NH:7][C:8]([C:10]2[NH:11][C:12]3[C:17]([CH:18]=2)=[C:16]([O:19][CH2:20][C:21]2[CH:25]=[CH:24][O:23][CH:22]=2)[CH:15]=[CH:14][CH:13]=3)=[O:9])[CH2:3][CH2:2]1.[C@H:26]1([CH2:36]O)[C@@H:35]2[N:30]([CH2:31][CH2:32][CH2:33][CH2:34]2)[CH2:29][CH2:28][CH2:27]1>>[C@H:26]1([CH2:36][N:1]2[CH2:6][CH2:5][CH:4]([NH:7][C:8]([C:10]3[NH:11][C:12]4[C:17]([CH:18]=3)=[C:16]([O:19][CH2:20][C:21]3[CH:25]=[CH:24][O:23][CH:22]=3)[CH:15]=[CH:14][CH:13]=4)=[O:9])[CH2:3][CH2:2]2)[C@@H:35]2[N:30]([CH2:31][CH2:32][CH2:33][CH2:34]2)[CH2:29][CH2:28][CH2:27]1. Reactants: N1CCC(CC1)NC(=O)C=1NC2=CC=CC(=C2C1)OCC1=COC=C1 (4-(furan-3-ylmethoxy)-1H-indole-2-carboxylic acid piperidin-4-ylamide), [C@H]1(CCCN2CCCC[C@H]12)CO ((1R,9aR)-1-(octahydro-quinolizin-1-yl)-methanol). Procedure details: This compound is synthesized from 4-(furan-3-ylmethoxy)-1H-indole-2-carboxylic acid piperidin-4-ylamide, 165 (preparation see below) and (1R,9aR)-1-(octahydro-quinolizin-1-yl)-methanol analogously to the method described in example 127. The product is [C@H]1(CCCN2CCCC[C@H]12)CN1CCC(CC1)NC(=O)C=1NC2=CC=CC(=C2C1)OCC1=COC=C1 (4-(Furan-3-ylmethoxy)-1H-indole-2-carboxylic acid {1-[(1S,9aR)-1-(octahydro-quinolizin-1-yl)methyl]-piperidin-4-yl}-amide).